This data is from the Open Reaction Database (ORD), a public repository of structured organic reaction records. The task is: describe an organic reaction: reactants, conditions, products, and yield Product: CNC1CCN(C(C)C)CC1. Reaction SMILES: [C:19](#[N:20])[BH3-:21].[CH2:4]1[O:5][CH2:6][CH2:7][CH2:8]1.[CH3:23][C:24](=[O:25])[OH:26].[CH3:27][CH2:28][OH:29].[CH3:2][NH2:3].[CH:9]([CH3:10])([CH3:11])[N:12]1[CH2:13][CH2:14][C:15](=[O:18])[CH2:16][CH2:17]1.[ClH:1].[Na+:22]>>[CH:9]([CH3:10])([CH3:11])[N:12]1[CH2:13][CH2:14][CH:15]([NH:20][CH3:19])[CH2:16][CH2:17]1. The reactants are [BH3-]C#N, C1CCOC1, CC(=O)O, CCO, CN, CC(C)N1CCC(=O)CC1, Cl, [Na+]. Starting materials: CC(=O)OC(C)=O, CCO, CC(=O)O, CC(=O)Cc1ccncc1, CCOC(OCC)OCC, N#CCC#N. The product is CCOC=C(C(C)=O)c1ccncc1. RXN SMILES: [CH3:26][C:27]([O:28][C:29](=[O:30])[CH3:31])=[O:32].[CH3:33][CH2:34][OH:35].[CH3:36][C:37](=[O:38])[OH:39].[CH3:6][C:7](=[O:8])[CH2:9][c:10]1[cH:11][cH:12][n:13][cH:14][cH:15]1.[CH:16]([O:17][CH2:18][CH3:19])([O:20][CH2:21][CH3:22])[O:23][CH2:24][CH3:25].[N:1]#[C:2][CH2:3][C:4]#[N:5]>>[CH3:6][C:7](=[O:8])[C:9]([c:10]1[cH:11][cH:12][n:13][cH:14][cH:15]1)=[CH:16][O:17][CH2:18][CH3:19]. Reactants: CCCCc1nnc(S)s1, N#Cc1nccnc1Cl, [H-], [Na+], CN(C)C=O, c1ccccc1. The product is CCCCc1nnc(Sc2nccnc2C#N)s1. As a reaction SMILES: [CH2:1]([CH2:2][CH2:3][CH3:4])[c:5]1[n:6][n:7][c:8]([SH:10])[s:9]1.[Cl:13][c:14]1[c:15]([C:20]#[N:21])[n:16][cH:17][cH:18][n:19]1.[H-:12].[Na+:11].[O:22]=[CH:23][N:24]([CH3:25])[CH3:26].[cH:27]1[cH:28][cH:29][cH:30][cH:31][cH:32]1>>[CH2:1]([CH2:2][CH2:3][CH3:4])[c:5]1[n:6][n:7][c:8]([S:10][c:14]2[c:15]([C:20]#[N:21])[n:16][cH:17][cH:18][n:19]2)[s:9]1.